Dataset: the Open Reaction Database (ORD), a public repository of structured organic reaction records. Task: describe an organic reaction: reactants, conditions, products, and yield The reagents and catalysts are CN(C=O)C (N,N-dimethylformamide). Isolated yield 81.3%. Solvent: C(Cl)Cl (methylene chloride), C(Cl)(Cl)Cl (chloroform). The reactants are C(C)O (ethanol), N1=CC=CC=C1 (pyridine), BrC(CCC(=O)O)=C (4-bromo-pent-4-enoic acid), S(=O)(Cl)Cl (thionyl chloride). Product: C(C)OC(CCC(=C)Br)=O (4-bromo-pent-4-enoic acid ethyl ester). Reaction SMILES: [Br:1][C:2](=[CH2:8])[CH2:3][CH2:4][C:5]([OH:7])=[O:6].S(Cl)(Cl)=O.[CH2:13](O)[CH3:14].N1C=CC=CC=1>C(Cl)(Cl)Cl.CN(C)C=O.C(Cl)Cl>[CH2:13]([O:6][C:5](=[O:7])[CH2:4][CH2:3][C:2]([Br:1])=[CH2:8])[CH3:14]. Reported procedure: To a solution of 3.73 g (0.0208 mol) of unpurified 4-bromo-pent-4-enoic acid in 3 ml chloroform with 1 drop of N,N-dimethylformamide was added 1.18 ml (0.0162 mol) of thionyl chloride. After this mixture had been heated to 60° C. for 30 minutes, it was added to a solution of 2.46 ml (0.0436 mol) ethanol and 1.97 ml (0.024 mol) pyridine and 13 ml methylene chloride. After stirring for 30 minutes, the reaction mixture was concentrated in vacuo. To the residue was added diethyl ether and water. The... Run at temperature 60 celsius, time 30 minute. Reactants: CNC, O=C(O)c1ccc2c(c1)CCC1C2CCCN1C(=O)c1ccc2[nH]cnc2c1. The product is CN(C)C(=O)c1ccc2c(c1)CCC1C2CCCN1C(=O)c1ccc2[nH]cnc2c1. RXN SMILES: [CH3:29][NH:30][CH3:31].[nH:1]1[cH:2][n:3][c:4]2[c:5]1[cH:6][cH:7][c:8]([C:10](=[O:11])[N:12]1[CH2:13][CH2:14][CH2:15][CH:16]3[c:17]4[c:18]([cH:22][c:23]([C:26](=[O:27])[OH:28])[cH:24][cH:25]4)[CH2:19][CH2:20][CH:21]13)[cH:9]2>>[nH:1]1[cH:2][n:3][c:4]2[c:5]1[cH:6][cH:7][c:8]([C:10](=[O:11])[N:12]1[CH2:13][CH2:14][CH2:15][CH:16]3[c:17]4[c:18]([cH:22][c:23]([C:26](=[O:28])[N:30]([CH3:29])[CH3:31])[cH:24][cH:25]4)[CH2:19][CH2:20][CH:21]13)[cH:9]2.